This data is from the Open Reaction Database (ORD), a public repository of structured organic reaction records. The task is: describe an organic reaction: reactants, conditions, products, and yield Reactants: N1C=CC2=CC=CN=C12 (7-azaindole), II (iodine), [I-].[K+] (potassium iodide), [OH-].[Na+] (NaOH). Run in O (water), C(C)O (ethanol). Conditions: temperature 20 celsius, time 4 hour. Yields the product IC1=CNC2=NC=CC=C21 (3-Iodo-1H-pyrrolo[2,3-b]pyridine). RXN SMILES: [NH:1]1[C:9]2[C:4](=[CH:5][CH:6]=[CH:7][N:8]=2)[CH:3]=[CH:2]1.[I:10]I.[I-].[K+].[OH-].[Na+]>C(O)C.O>[I:10][C:3]1[C:4]2[C:9](=[N:8][CH:7]=[CH:6][CH:5]=2)[NH:1][CH:2]=1 |f:2.3,4.5|. Procedure details: A solution of 7-azaindole (20.0 g, 169 mmol) in ethanol is treated with iodine (57.9 g, 228 mmol), potassium iodide (37.8 g, 228 mmol), and 1 N aqueous NaOH (204 mL, 204 mmol). After stirring for 4 h at 20° C., the reaction is diluted with water and extracted with ethyl acetate. The organic extracts are combined and concentrated in vacuo. The resultant residue is crystallized from methanol/water to afford the title compound as a pinkish-white solid, 35.4 g, mp 201-204° C., characterized by mass ... The solvent is O1CCCC1 (tetrahydrofuran). Product: C1(CCCC1)CC(C1=CC=C(C=C1)S(=O)(=O)C)C1=CC(=C(N1)C(N)=S)C (5-{2-cyclopentyl-1-[4-(methylsulfonyl)phenyl]ethyl}-3-methyl-1H-pyrrole-2-carbothioamide). Isolated yield 85.2%. Starting materials: C1(CCCC1)CC(C1=CC=C(C=C1)S(=O)(=O)C)C1=CC(=C(N1)C(=O)N)C (5-{2-cyclopentyl-1-[4-(methylsulfonyl)phenyl]ethyl}-3-methyl-1H-pyrrole-2-carboxamide), COC=1C=CC(=CC1)P2(=S)SP(=S)(S2)C=3C=CC(=CC3)OC (Lawesson's reagent). RXN SMILES: [CH:1]1([CH2:6][CH:7]([C:18]2[NH:22][C:21]([C:23]([NH2:25])=O)=[C:20]([CH3:26])[CH:19]=2)[C:8]2[CH:13]=[CH:12][C:11]([S:14]([CH3:17])(=[O:16])=[O:15])=[CH:10][CH:9]=2)[CH2:5][CH2:4][CH2:3][CH2:2]1.COC1C=CC(P2(SP(C3C=CC(OC)=CC=3)(=S)S2)=[S:36])=CC=1>O1CCCC1>[CH:1]1([CH2:6][CH:7]([C:18]2[NH:22][C:21]([C:23](=[S:36])[NH2:25])=[C:20]([CH3:26])[CH:19]=2)[C:8]2[CH:13]=[CH:12][C:11]([S:14]([CH3:17])(=[O:16])=[O:15])=[CH:10][CH:9]=2)[CH2:5][CH2:4][CH2:3][CH2:2]1. Run at temperature 55 celsius, time 3 hour. Procedure: To a solution (10 mL) of 5-{2-cyclopentyl-1-[4-(methylsulfonyl)phenyl]ethyl}-3-methyl-1H-pyrrole-2-carboxamide (135 mg) in tetrahydrofuran was added Lawesson's reagent (156 mg), and the mixture was stirred for 3 hr at 55° C. After cooling to room temperature, the reaction mixture was concentrated, the residue was subjected to silica gel column chromatography, and the title compound (120 mg, yield 86%) was m obtained as yellow amorphous crystals from a fraction eluted with ethyl acetate-hexane (1... Reactants: CC(C)(C)c1ccc(C=O)cc1, CCO, [K+], [OH-], CC(=O)c1ccc(OCC=C(C)C)cc1O. Product: CC(C)=CCOc1ccc(C(=O)C=Cc2ccc(C(C)(C)C)cc2)c(O)c1. RXN SMILES: [C:17]([CH3:18])([CH3:19])([CH3:20])[c:21]1[cH:22][cH:23][c:24]([CH:25]=[O:26])[cH:27][cH:28]1.[CH3:31][CH2:32][OH:33].[K+:30].[OH-:29].[OH:1][c:2]1[c:3]([C:14]([CH3:15])=[O:16])[cH:4][cH:5][c:6]([O:8][CH2:9][CH:10]=[C:11]([CH3:12])[CH3:13])[cH:7]1>>[OH:1][c:2]1[c:3]([C:14]([CH:15]=[CH:25][c:24]2[cH:23][cH:22][c:21]([C:17]([CH3:18])([CH3:19])[CH3:20])[cH:28][cH:27]2)=[O:16])[cH:4][cH:5][c:6]([O:8][CH2:9][CH:10]=[C:11]([CH3:12])[CH3:13])[cH:7]1. Reactants: BrBr (bromine), CC=1C=CC2=C(C(=CO2)C2=CC=CC=C2)C1 (5-methyl-3-phenylbenzofuran). Solvent: C(Cl)(Cl)Cl (chloroform). Yields the product BrC=1OC2=C(C1C1=CC=CC=C1)C=C(C=C2)C (2-bromo-5-methyl-3-phenylbenzofuran). Reaction SMILES: [CH3:1][C:2]1[CH:3]=[CH:4][C:5]2[O:9][CH:8]=[C:7]([C:10]3[CH:15]=[CH:14][CH:13]=[CH:12][CH:11]=3)[C:6]=2[CH:16]=1.[Br:17]Br>C(Cl)(Cl)Cl>[Br:17][C:8]1[O:9][C:5]2[CH:4]=[CH:3][C:2]([CH3:1])=[CH:16][C:6]=2[C:7]=1[C:10]1[CH:15]=[CH:14][CH:13]=[CH:12][CH:11]=1. Procedure details: To a solution of 119 g (0.816 mole) of 5-methyl-3-phenylbenzofuran in 1 l. of chloroform at 20° to 25° C. is added 143.5 g (0.895 mole) of bromine. The mixture is evaporated under vacuum and the residue is dissolved in diethyl ether. The ether solution is washed with water, 10% sodium bicarbonate solution and saturated sodium chloride solution. The dried mixture is filtered and the filtrate is evaporated under vacuum. The residue is suspended in hot petroleum ether, then the mixture is cooled to... Reactants: C1CCNCC1, CCO, CSc1nc2c(C=O)cnn2c(NC2CC2)c1C#N, O=C1CNC(=O)N1, O. The product is CSc1nc2c(C=C3NC(=O)NC3=O)cnn2c(NC2CC2)c1C#N. RXN SMILES: [CH2:27]1[CH2:28][CH2:29][NH:30][CH2:31][CH2:32]1.[CH3:33][CH2:34][OH:35].[CH:8]1([NH:11][c:12]2[c:13]([C:25]#[N:26])[c:14]([S:23][CH3:24])[n:15][c:16]3[n:17]2[n:18][cH:19][c:20]3[CH:21]=[O:22])[CH2:9][CH2:10]1.[O:1]=[C:2]1[CH2:3][NH:4][C:5](=[O:6])[NH:7]1.[OH2:36]>>[O:1]=[C:2]1[C:3](=[CH:21][c:20]2[c:16]3[n:15][c:14]([S:23][CH3:24])[c:13]([C:25]#[N:26])[c:12]([NH:11][CH:8]4[CH2:9][CH2:10]4)[n:17]3[n:18][cH:19]2)[NH:4][C:5](=[O:6])[NH:7]1.